The task is: describe an organic reaction: reactants, conditions, products, and yield. This data is from the Open Reaction Database (ORD), a public repository of structured organic reaction records. The reactants are NC1CCC(CC1)NC(=O)N1C[C@@H](CC1)N ((R)-3-amino-pyrrolidine-1-carboxylic acid (4-amino-cyclohexyl)-amide), C(C)(C)(C)OC(=O)N1C[C@@H](CC1)N ((R)-3-amino-pyrrolidine-1-carboxylic acid tert-butyl ester). Yields the product N1C[C@@H](CC1)NC(=O)N1C[C@@H](CC1)N ((R)-3-Amino-pyrrolidine-1-carboxylic acid (R)-pyrrolidin-3-ylamide). RXN SMILES: NC1[CH2:7][CH2:6][CH:5]([NH:8][C:9]([N:11]2[CH2:15][CH2:14][C@@H:13]([NH2:16])[CH2:12]2)=[O:10])[CH2:4]C1.C(OC([N:24]1CC[C@@H](N)C1)=O)(C)(C)C>>[NH:24]1[CH2:7][CH2:6][C@@H:5]([NH:8][C:9]([N:11]2[CH2:15][CH2:14][C@@H:13]([NH2:16])[CH2:12]2)=[O:10])[CH2:4]1. Procedure details: (R)-3-Amino-pyrrolidine-1-carboxylic acid (R)-pyrrolidin-3-ylamide is prepared analogously to (R)-3-amino-pyrrolidine-1-carboxylic acid (4-amino-cyclohexyl)-amide (Intermediate IF) by replacing (4-amino-cyclohexyl)-carbamic acid tert-butyl ester with (R)-3-amino-pyrrolidine-1-carboxylic acid tert-butyl ester. The reactants are C[O-].[Na+] (sodium methylate), C(C)(=O)OCCNC(=O)NC=1C=CC2=C(C(=NCC(N2C)=O)C2=C(C=CC=C2)F)C1 (2-[3-[5-(o-fluorophenyl)-2,3-dihydro-1-methyl-2-oxo-1H-1,4-benzodiazepin-7-yl]ureido]ethyl acetate), C(C)(=O)O (acetic acid). Solvent: CO (methanol). Conditions: time 1 hour. Product: FC1=C(C=CC=C1)C1=NCC(N(C2=C1C=C(C=C2)NC(=O)NCCO)C)=O (1-[5-(o-fluorophenyl)-2,3-dihydro-1-methyl-2-oxo-1H-1,4-benzodiazepin-7-yl]-3-(2-hydroxyethyl)urea). RXN SMILES: C([O:4][CH2:5][CH2:6][NH:7][C:8]([NH:10][C:11]1[CH:12]=[CH:13][C:14]2[N:20]([CH3:21])[C:19](=[O:22])[CH2:18][N:17]=[C:16]([C:23]3[CH:28]=[CH:27][CH:26]=[CH:25][C:24]=3[F:29])[C:15]=2[CH:30]=1)=[O:9])(=O)C.C[O-].[Na+].C(O)(=O)C>CO>[F:29][C:24]1[CH:25]=[CH:26][CH:27]=[CH:28][C:23]=1[C:16]1[C:15]2[CH:30]=[C:11]([NH:10][C:8]([NH:7][CH2:6][CH2:5][OH:4])=[O:9])[CH:12]=[CH:13][C:14]=2[N:20]([CH3:21])[C:19](=[O:22])[CH2:18][N:17]=1 |f:1.2|. Reported procedure: 300 mg (0.73 mM) of 2-[3-[5-(o-fluorophenyl)-2,3-dihydro-1-methyl-2-oxo-1H-1,4-benzodiazepin-7-yl]ureido]ethyl acetate dissolved in 20 ml of absolute methanol are treated with 500 mg of sodium methylate and stirred at room temperature for 1 hour. The mixture is then buffered with a small amount of acetic acid and concentrated. The residue is treated with methylene chloride/10% sodium bicarbonate solution, the aqueous solution is extracted several times with methylene chloride and the organic sol...